Dataset: the Open Reaction Database (ORD), a public repository of structured organic reaction records. Task: describe an organic reaction: reactants, conditions, products, and yield Starting materials: [Br-], [K+], N#Cc1ccc2c(c1)C(=O)c1ccccc1CO2. Yields the product N#Cc1ccc2c(c1)C(O)c1ccccc1CO2. Reaction SMILES: [Br-:19].[K+:20].[O:1]=[C:2]1[c:3]2[c:4]([cH:13][cH:14][c:15]([C:17]#[N:18])[cH:16]2)[O:5][CH2:6][c:7]2[c:8]1[cH:9][cH:10][cH:11][cH:12]2>>[OH:1][CH:2]1[c:3]2[c:4]([cH:13][cH:14][c:15]([C:17]#[N:18])[cH:16]2)[O:5][CH2:6][c:7]2[c:8]1[cH:9][cH:10][cH:11][cH:12]2. Starting materials: [OH-].[Ca+2].[OH-] (calcium hydroxide), P([O-])([O-])[O-] (phosphite), [P] (phosphorus), [OH-].[Na+] (sodium hydroxide). Product: P([O-])([O-])[O-].[Ca+2].P([O-])([O-])[O-].[Ca+2].[Ca+2] (calcium phosphite), [PH2](=O)[O-].[Na+] (sodium hypophosphite). Reaction SMILES: [P].[OH-].[Na+:3].[OH-].[Ca+2:5].[OH-].[P:7]([O-:10])([O-:9])[O-:8]>>[P:7]([O-:10])([O-:9])[O-:8].[Ca+2:5].[P:7]([O-:10])([O-:9])[O-:8].[Ca+2:5].[Ca+2:5].[PH2:7]([O-:9])=[O:8].[Na+:3] |f:1.2,3.4.5,7.8.9.10.11,12.13|. Procedure details: A method for producing sodium hypophosphite by reacting elemental phosphorus with aqueous sodium hydroxide in the presence of a sufficient excess of solid calcium hydroxide to convert substantially all of the phosphite ions formed in the reaction to insoluble calcium phosphite whereby a solution of sodium hypophosphite is formed in which excess calcium ions remain in solution as calcium hydroxide and calcium hypophosphite, wherein the improvement comprises: Starting materials: IC1=CN=C2SC(=NN21)C=2C=NC(=CC2)C (5-Iodo-2-(6-methyl-pyridin-3-yl)-imidazo[2,1-b][1,3,4]thiadiazole), CC1(OB(OC1(C)C)C=1C=C(C(=NC1)N)C(F)(F)F)C (5-(4,4,5,5-tetramethyl-[1,3,2]dioxaborolan-2-yl)-3-trifluoromethyl-pyridin-2-ylamine), C(=O)([O-])[O-].[Na+].[Na+] (Na2CO3). Reagents/catalysts: Cl[Pd]([P](C1=CC=CC=C1)(C2=CC=CC=C2)C3=CC=CC=C3)([P](C4=CC=CC=C4)(C5=CC=CC=C5)C6=CC=CC=C6)Cl (PdCl2(PPh3)2). The solvent is O1CCOCC1 (dioxane). Reaction conditions: temperature 110 celsius. Yields the product CC1=CC=C(C=N1)C1=NN2C(S1)=NC=C2C=2C=C(C(=NC2)N)C(F)(F)F (5-[2-(6-Methyl-pyridin-3-yl)-imidazo[2,1-b][1,3,4]thiadiazol-5-yl]-3-trifluoromethyl-pyridin-2-ylamine). The yield is 1.9%. As a reaction SMILES: I[C:2]1[N:9]2[C:5]([S:6][C:7]([C:10]3[CH:11]=[N:12][C:13]([CH3:16])=[CH:14][CH:15]=3)=[N:8]2)=[N:4][CH:3]=1.CC1(C)C(C)(C)OB([C:25]2[CH:26]=[C:27]([C:32]([F:35])([F:34])[F:33])[C:28]([NH2:31])=[N:29][CH:30]=2)O1.C([O-])([O-])=O.[Na+].[Na+]>O1CCOCC1.Cl[Pd](Cl)([P](C1C=CC=CC=1)(C1C=CC=CC=1)C1C=CC=CC=1)[P](C1C=CC=CC=1)(C1C=CC=CC=1)C1C=CC=CC=1>[CH3:16][C:13]1[N:12]=[CH:11][C:10]([C:7]2[S:6][C:5]3=[N:4][CH:3]=[C:2]([C:25]4[CH:26]=[C:27]([C:32]([F:35])([F:34])[F:33])[C:28]([NH2:31])=[N:29][CH:30]=4)[N:9]3[N:8]=2)=[CH:15][CH:14]=1 |f:2.3.4,^1:51,70|. Reported procedure: A mixture of 5-Iodo-2-(6-methyl-pyridin-3-yl)-imidazo[2,1-b][1,3,4]thiadiazole (226 mg, 0.661 mmol, 1 eq), 5-(4,4,5,5-tetramethyl-[1,3,2]dioxaborolan-2-yl)-3-trifluoromethyl-pyridin-2-ylamine (228 mg, 0.793 mmol, 1.2 eq), PdCl2(PPh3)2 (95 mg, 0.132 mmol, 0.2 eq) and 2M aq Na2CO3 (1.6 mL) in dioxane (7 mL) was heated at 110° C. for 90 min. The solvent was removed under reduced pressure and the residue was suspended in water and filtered. The solid was washed with diethylether, methanol and aceton... The reactants are C(CCCCCCCCCCCCCCCCCCC(=O)O)(=O)O (eicosanedioic acid), C1(CCCCC1)N=C=NC1CCCCC1 (dicyclohexylcarbodimide), N1N=NC2=C1C=CC=C2 (benzotriazole), Cl.CN(C)C1=NC=CC=C1 (dimethylamino-pyridine hydrochloride). Run in O1CCCC1 (tetrahydrofuran). The product is C(=O)(O)CCCCCCCCCCCCCCCCCCC(=O)N1N=NC2=C1C=CC=C2 (1-(19-carboxynonadecanoyl)benzotriazole). The yield is 15.8%. As a reaction SMILES: [C:1]([OH:24])(=O)[CH2:2][CH2:3][CH2:4][CH2:5][CH2:6][CH2:7][CH2:8][CH2:9][CH2:10][CH2:11][CH2:12][CH2:13][CH2:14][CH2:15][CH2:16][CH2:17][CH2:18][CH2:19][C:20]([OH:22])=[O:21].C1(N=C=NC2CCCCC2)CCCCC1.[NH:40]1[C:44]2[CH:45]=[CH:46][CH:47]=[CH:48][C:43]=2[N:42]=[N:41]1.Cl.CN(C1C=CC=CN=1)C>O1CCCC1>[C:20]([CH2:19][CH2:18][CH2:17][CH2:16][CH2:15][CH2:14][CH2:13][CH2:12][CH2:11][CH2:10][CH2:9][CH2:8][CH2:7][CH2:6][CH2:5][CH2:4][CH2:3][CH2:2][C:1]([N:40]1[C:44]2[CH:45]=[CH:46][CH:47]=[CH:48][C:43]=2[N:42]=[N:41]1)=[O:24])([OH:22])=[O:21] |f:3.4|. Procedure details: A solution of eicosanedioic acid (3.43 g, 10.0 mmol), dicyclohexylcarbodimide (2.06 g, 10.0 mmol), benzotriazole (1.19 g, 10.0 mmol) and dimethylamino-pyridine hydrochloride in anhydrous tetrahydrofuran (200 ml) was stirred for two days at room temperature. The resulting suspension was filtered, and the filtrate evaporated to dryness under reduced pressure. The residue was suspended in dichloromethane (100 ml), and undissolved material was isolated by filtration. The dried filter cake (2.0 g) wa... Starting materials: C[Si](OC=1C=CC(=NC1)Cl)(C)C (5-trimethylsilyloxy-2-chloropyridine), C(O)([O-])=O.[Na+] (sodium hydrogen carbonate), Grignard reagent, [Mg] (magnesium), BrC1=CC=C(C=C1)Br (1,4-dibromobenzene). Reagents/catalysts: CC(C)P(C1=CC=CC=C1)C2=CC=CC=C2.C1=CC=C(C=C1)PC2=CC=CC=C2.[Cl-].[Ni] (1,3-bis(diphenylphosphino)-propanenickel(II) chloride). Solvent: O1CCCC1 (tetrahydrofuran), O1CCCC1 (tetrahydrofuran), C(C)OCC (diethyl ether). Reaction conditions: time 3 hour. Product: OC=1C=CC(=NC1)C1=CC=C(C=C1)Br (5-hydroxy-2-(4-bromophenyl)-pyridine). Yield: 67.2%. RXN SMILES: [Mg].Br[C:3]1[CH:8]=[CH:7][C:6]([Br:9])=[CH:5][CH:4]=1.C[Si](C)(C)[O:12][C:13]1[CH:14]=[CH:15][C:16](Cl)=[N:17][CH:18]=1.C(=O)([O-])O.[Na+]>C(OCC)C.CC(P(C1C=CC=CC=1)C1C=CC=CC=1)C.C1C=CC(PC2C=CC=CC=2)=CC=1.[Cl-].[Ni].O1CCCC1>[OH:12][C:13]1[CH:14]=[CH:15][C:16]([C:3]2[CH:8]=[CH:7][C:6]([Br:9])=[CH:5][CH:4]=2)=[N:17][CH:18]=1 |f:3.4,6.7.8.9|. Reported procedure: A Grignard reagent solution prepared from 0.8 g of magnesium, 8.0 g of 1,4-dibromobenzene and 50 ml of tetrahydrofuran was added dropwise at 0°-5° C. within 30 minutes to a mixture of 6.6 g of 5-trimethylsilyloxy-2-chloropyridine, 75 ml of tetrahydrofuran and 0.4 g of 1,3-bis(diphenylphosphino)-propanenickel(II) chloride. The reaction mixture was stirred for 3 hours, left to stand overnight, then adjusted to pH 8 with aqueous sodium hydrogen carbonate solution and diluted with diethyl ether. The... Starting materials: CS(=O)(=O)CC(=O)O, CC(CN)Oc1cccc2ncnc(Nc3ccc(OCc4ccccn4)c(Cl)c3)c12. Product: CC(CNC(=O)CS(C)(=O)=O)Oc1cccc2ncnc(Nc3ccc(OCc4ccccn4)c(Cl)c3)c12. Reaction SMILES: [CH3:1][S:2](=[O:3])(=[O:4])[CH2:5][C:6](=[O:7])[OH:8].[NH2:9][CH2:10][CH:11]([O:12][c:13]1[c:14]2[c:15]([NH:23][c:24]3[cH:25][c:26]([Cl:38])[c:27]([O:30][CH2:31][c:32]4[n:33][cH:34][cH:35][cH:36][cH:37]4)[cH:28][cH:29]3)[n:16][cH:17][n:18][c:19]2[cH:20][cH:21][cH:22]1)[CH3:39]>>[CH3:1][S:2](=[O:3])(=[O:4])[CH2:5][C:6](=[O:8])[NH:9][CH2:10][CH:11]([O:12][c:13]1[c:14]2[c:15]([NH:23][c:24]3[cH:25][c:26]([Cl:38])[c:27]([O:30][CH2:31][c:32]4[n:33][cH:34][cH:35][cH:36][cH:37]4)[cH:28][cH:29]3)[n:16][cH:17][n:18][c:19]2[cH:20][cH:21][cH:22]1)[CH3:39]. Starting materials: BrCc1ccccc1, CC12CCC(=O)CC1CC(CCCc1cc(O)cc(O)c1)C1C2CCC2(C)C(O[Si](C)(C)C(C)(C)C)CCC12, O=C([O-])[O-], [Cl-], [K+], [K+], [NH4+], CN(C)C=O. Yields the product CC12CCC(=O)CC1CC(CCCc1cc(O)cc(OCc3ccccc3)c1)C1C2CCC2(C)C(O[Si](C)(C)C(C)(C)C)CCC12. Reaction SMILES: [Br:40][CH2:41][c:42]1[cH:43][cH:44][cH:45][cH:46][cH:47]1.[C:1]([CH3:2])([CH3:3])([CH3:4])[Si:5]([O:6][CH:7]1[C:8]2([CH3:9])[CH:10]([CH2:11][CH2:12]1)[CH:13]1[CH:14]([CH2:27][CH2:28][CH2:29][c:30]3[cH:31][c:32]([OH:37])[cH:33][c:34]([OH:36])[cH:35]3)[CH2:15][CH:16]3[CH2:17][C:18](=[O:26])[CH2:19][CH2:20][C:21]3([CH3:22])[CH:23]1[CH2:24][CH2:25]2)([CH3:38])[CH3:39].[C:48](=[O:49])([O-:50])[O-:51].[Cl-:54].[K+:52].[K+:53].[NH4+:55].[O:56]=[CH:57][N:58]([CH3:59])[CH3:60]>>[C:1]([CH3:2])([CH3:3])([CH3:4])[Si:5]([O:6][CH:7]1[C:8]2([CH3:9])[CH:10]([CH2:11][CH2:12]1)[CH:13]1[CH:14]([CH2:27][CH2:28][CH2:29][c:30]3[cH:31][c:32]([OH:37])[cH:33][c:34]([O:36][CH2:41][c:42]4[cH:43][cH:44][cH:45][cH:46][cH:47]4)[cH:35]3)[CH2:15][CH:16]3[CH2:17][C:18](=[O:26])[CH2:19][CH2:20][C:21]3([CH3:22])[CH:23]1[CH2:24][CH2:25]2)([CH3:38])[CH3:39]. The reactants are NCCNCC1=NC=C(C(=N1)C1=C(C=C(C=C1)Cl)Cl)C=1NC=CN1 ((2-aminoethyl)[4-(2,4-dichlorophenyl)-5-imidazol-2-ylpyrimidin-2-yl]methylamine), ClC1=NC(=C(C=C1)[N+](=O)[O-])N (2-chloro-5-nitro-6-aminopyridine). The product is ClC1=C(C=CC(=C1)Cl)C1=NC(=NC=C1C=1NC=CN1)N(CCNC1=NC(=C(C=C1)[N+](=O)[O-])N)C ([4-(2,4-dichlorophenyl)-5-imidazol-2-ylpyrimidin-2-yl]methyl{2-[(5-nitro-6-amino(2-pyridyl))amino]ethyl}amine). RXN SMILES: NCCNC[C:6]1[N:11]=[C:10]([C:12]2[CH:17]=[CH:16][C:15]([Cl:18])=[CH:14][C:13]=2[Cl:19])[C:9]([C:20]2[NH:21][CH:22]=[CH:23][N:24]=2)=[CH:8][N:7]=1.Cl[C:26]1[CH:31]=[CH:30][C:29]([N+:32]([O-:34])=[O:33])=[C:28]([NH2:35])[N:27]=1>>[Cl:19][C:13]1[CH:14]=[C:15]([Cl:18])[CH:16]=[CH:17][C:12]=1[C:10]1[C:9]([C:20]2[NH:24][CH:23]=[CH:22][N:21]=2)=[CH:8][N:7]=[C:6]([N:21]([CH3:20])[CH2:22][CH2:23][NH:24][C:26]2[CH:31]=[CH:30][C:29]([N+:32]([O-:34])=[O:33])=[C:28]([NH2:35])[N:27]=2)[N:11]=1. Procedure details: Using the procedure described above in Example 139, reaction of (2-aminoethyl)[4-(2,4-dichlorophenyl)-5-imidazol-2-ylpyrimidin-2-yl]methylamine and 2-chloro-5-nitro-6-aminopyridine were reacted to afford [4-(2,4-dichlorophenyl)-5-imidazol-2-ylpyrimidin-2-yl]methyl{2-[(5-nitro-6-amino(2-pyridyl))amino]ethyl}amine. The reactants are CC(C)(C)OC(=O)NC(Cc1ccc(O)cc1)C(=O)NCC(=O)NCC(=O)O, CSCCC(NC(=O)C(N)Cc1c[nH]c2ccccc12)C(=O)OCc1ccccc1, CN1CCOCC1, CN(C)C=O, CC(C)COC(=O)Cl, Cl, O. Yields the product CSCCC(NC(=O)C(Cc1c[nH]c2ccccc12)NC(=O)CNC(=O)CNC(=O)C(Cc1ccc(O)cc1)NC(=O)OC(C)(C)C)C(=O)OCc1ccccc1. As a reaction SMILES: [C:1]([CH3:2])([CH3:3])([CH3:4])[O:5][C:6](=[O:7])[NH:8][CH:9]([CH2:10][c:11]1[cH:12][cH:13][c:14]([OH:17])[cH:15][cH:16]1)[C:18](=[O:19])[NH:20][CH2:21][C:22](=[O:23])[NH:24][CH2:25][C:26](=[O:27])[OH:28].[CH2:45]([c:46]1[cH:47][cH:48][cH:49][cH:50][cH:51]1)[O:52][C:53]([CH:54]([NH:55][C:56]([CH:57]([NH2:58])[CH2:59][c:60]1[cH:61][nH:62][c:63]2[cH:64][cH:65][cH:66][cH:67][c:68]12)=[O:69])[CH2:70][CH2:71][S:72][CH3:73])=[O:74].[CH3:29][N:30]1[CH2:31][CH2:32][O:33][CH2:34][CH2:35]1.[CH3:75][N:76]([CH3:77])[CH:78]=[O:79].[Cl:36][C:37]([O:38][CH2:39][CH:40]([CH3:41])[CH3:42])=[O:43].[ClH:44].[OH2:80]>>[C:1]([CH3:2])([CH3:3])([CH3:4])[O:5][C:6](=[O:7])[NH:8][CH:9]([CH2:10][c:11]1[cH:12][cH:13][c:14]([OH:17])[cH:15][cH:16]1)[C:18](=[O:19])[NH:20][CH2:21][C:22](=[O:23])[NH:24][CH2:25][C:26](=[O:27])[NH:58][CH:57]([C:56]([NH:55][CH:54]([C:53]([O:52][CH2:45][c:46]1[cH:47][cH:48][cH:49][cH:50][cH:51]1)=[O:74])[CH2:70][CH2:71][S:72][CH3:73])=[O:69])[CH2:59][c:60]1[cH:61][nH:62][c:63]2[cH:64][cH:65][cH:66][cH:67][c:68]12.